This data is from the Open Reaction Database (ORD), a public repository of structured organic reaction records. The task is: describe an organic reaction: reactants, conditions, products, and yield As a reaction SMILES: [CH:1](=O)[C:2]1[CH:7]=[CH:6][CH:5]=[CH:4][CH:3]=1.Cl.[CH3:10][NH2:11].[SH:12][CH:13]([CH2:17][C:18]([OH:20])=[O:19])[C:14](O)=[O:15]>CN(C=O)C.O>[CH3:10][N:11]1[C:14](=[O:15])[CH:13]([CH2:17][C:18]([OH:20])=[O:19])[S:12][CH:1]1[C:2]1[CH:7]=[CH:6][CH:5]=[CH:4][CH:3]=1 |f:1.2|. Run in CN(C)C=O (DMF), CN(C)C=O (DMF), O (water). Product: CN1C(SC(C1=O)CC(=O)O)C1=CC=CC=C1 (2-(3-Methyl-4-oxo-2-phenylthiazolidin-5-yl)acetic acid). Reaction conditions: temperature 80 celsius. Reactants: C(C1=CC=CC=C1)=O (benzaldehyde), Cl.CN (methylamine hydrochloride), SC(C(=O)O)CC(=O)O (mercaptosuccinic acid). Procedure details: A solution of benzaldehyde (0.75 mmol, 79.6 mg) and methylamine hydrochloride (60.8 mg, 0.9 mmol) in DMF (0.5 ml) with 4 Å molecular sieves was heated at 80° C. for 2 hours. A solution of mercaptosuccinic acid (1.13 mmol, 168 mg) in DMF (0.2 ml) was added and the reaction was heated at 80° C. for an additional 16 hours. The reaction mixture was diluted with water and extracted with EtOAc. The organic layer was washed with 1N HCl, water and evaporated to dryness to give the desired product which ...